Dataset: the Open Reaction Database (ORD), a public repository of structured organic reaction records. Task: describe an organic reaction: reactants, conditions, products, and yield The reactants are OCC=1C=C(C(=O)OC)C=C(C1)[N+](=O)[O-] (3-[Hydroxymethyl]-5-nitrobenzoic acid, methyl ester), [Cl-].[NH4+] (ammonium chloride). The reagents and catalysts are [Fe] (iron). The solvent is CO (methanol), O (water). The product is NC=1C=C(C(=O)OC)C=C(C1)CO (3-Amino-5-[hydroxymethyl]benzoic acid, methyl ester). As a reaction SMILES: [OH:1][CH2:2][C:3]1[CH:4]=[C:5]([CH:10]=[C:11]([N+:13]([O-])=O)[CH:12]=1)[C:6]([O:8][CH3:9])=[O:7].[Cl-].[NH4+]>CO.O.[Fe]>[NH2:13][C:11]1[CH:10]=[C:5]([CH:4]=[C:3]([CH2:2][OH:1])[CH:12]=1)[C:6]([O:8][CH3:9])=[O:7] |f:1.2|. Procedure details: A mixture of the product from step (ii) (23.4 g), ammonium chloride (23 g) and iron powder (23 g) in methanol (200 ml) and water (200 ml) was heated at reflux for 1 hour. The mixture was filtered and concentrated under reduced pressure and the residue treated with saturated aqueous sodium bicarbonate and extracted with ethyl acetate. The extract was dried (MgSO4) and evaporated. Yield 19.38 g. Reactants: CCOC(C)=O, O=S(=O)(O)Cl, O=C(N1CCC(c2ccccc2)CC1)C(F)(F)F, O. The product is O=C(N1CCC(c2ccc(S(=O)(=O)Cl)cc2)CC1)C(F)(F)F. RXN SMILES: [CH3:25][CH2:26][O:27][C:28]([CH3:29])=[O:30].[Cl:1][S:2](=[O:3])(=[O:4])[OH:5].[F:6][C:7]([C:8](=[O:9])[N:10]1[CH2:11][CH2:12][CH:13]([c:16]2[cH:17][cH:18][cH:19][cH:20][cH:21]2)[CH2:14][CH2:15]1)([F:22])[F:23].[OH2:24]>>[Cl:1][S:2](=[O:3])(=[O:5])[c:19]1[cH:18][cH:17][c:16]([CH:13]2[CH2:12][CH2:11][N:10]([C:8]([C:7]([F:6])([F:22])[F:23])=[O:9])[CH2:15][CH2:14]2)[cH:21][cH:20]1. Isolated yield 82.5%. Solvent: CN(C=O)C (N,N-dimethylformamide), C(C)OCC (diethyl ether). Reaction SMILES: C(=O)([O-])[O-].[Na+].[Na+].[CH2:7](Br)[C:8]1[CH:13]=[CH:12][CH:11]=[CH:10][CH:9]=1.[OH:15][CH2:16][C:17]1[CH:22]=[CH:21][C:20]([CH2:23][C:24]([OH:26])=[O:25])=[CH:19][CH:18]=1>CN(C)C=O.C(OCC)C>[OH:15][CH2:16][C:17]1[CH:22]=[CH:21][C:20]([CH2:23][C:24]([O:26][CH2:7][C:8]2[CH:13]=[CH:12][CH:11]=[CH:10][CH:9]=2)=[O:25])=[CH:19][CH:18]=1 |f:0.1.2|. Starting materials: C([O-])([O-])=O.[Na+].[Na+] (sodium carbonate), C(C1=CC=CC=C1)Br (benzyl bromide), OCC1=CC=C(C=C1)CC(=O)O (4-Hydroxymethylphenylacetic acid). Procedure: 2.52 g (23.8 mmol) of sodium carbonate and 8.13 g (47.6 mmol) of benzyl bromide were added to a solution of 3.95 g (23.8 mmol) of 4-Hydroxymethylphenylacetic acid [prepared as described in step (i) above] in 40 ml of N,N-dimethylformamide, and the resulting mixture was stirred for 3.5 hours. At the end of this time, the reaction mixture was diluted with diethyl ether, and the diluted mixture was washed with water and then with a saturated aqueous solution of sodium chloride. The organic phase wa... Run at time 3.5 hour. Product: OCC1=CC=C(C=C1)CC(=O)OCC1=CC=CC=C1 (Benzyl 4-hydroxymethylphenylacetate). Starting materials: CC(=O)OC1CC2(C)C(Sc3ccccc3)=CCC2C2CCC3=CC(=O)C=CC3(C)C12F, CCS, ClC(Cl)Cl, ClCCl. Reaction SMILES: [C:1]([CH3:2])(=[O:3])[O:4][CH:5]1[C:6]2([F:32])[C:7]3([CH3:31])[CH:8]=[CH:9][C:10](=[O:30])[CH:11]=[C:12]3[CH2:13][CH2:14][CH:15]2[CH:16]2[CH2:17][CH:18]=[C:19]([S:23][c:24]3[cH:25][cH:26][cH:27][cH:28][cH:29]3)[C:20]2([CH3:21])[CH2:22]1.[CH2:33]([CH3:34])[SH:35].[CH:39]([Cl:40])([Cl:41])[Cl:42].[Cl:36][CH2:37][Cl:38]>>[C:1]([CH3:2])(=[O:3])[O:4][CH:5]1[C:6]2([F:32])[C:7]3([CH3:31])[CH:8]=[CH:9][C:10](=[O:30])[CH:11]=[C:12]3[CH2:13][CH2:14][CH:15]2[CH:16]2[CH2:17][CH2:18][C:19]([S:23][c:24]3[cH:25][cH:26][cH:27][cH:28][cH:29]3)([S:35][CH2:33][CH3:34])[C:20]2([CH3:21])[CH2:22]1. Product: CCSC1(Sc2ccccc2)CCC2C3CCC4=CC(=O)C=CC4(C)C3(F)C(OC(C)=O)CC21C. The reactants are C(C1=CC=CC=C1)OC([C@@H](NC([C@@H](NC([C@@H](NC([C@@H](NC(=O)OCC1C2=CC=CC=C2C=2C=CC=CC12)CCC(OC(C)(C)C)=O)=O)CC1=C(C=CC=C1)C)=O)C(C)(C)C)=O)CC(C)C)=O (N-[N-[N-[N-[(9-fluorenyl)methoxycarbonyl]-O-tert-butyl-L-α-glutamyl]-2-methyl-L-phenylalanyl]-3-methyl-L-valyl]-L-leucine benzyl ester), N1CCCCC1 (piperidine). Solvent: ClCCl (dichloromethane). Yields the product C(C1=CC=CC=C1)OC([C@@H](NC([C@@H](NC([C@@H](NC([C@@H](N)CCC(OC(C)(C)C)=O)=O)CC1=C(C=CC=C1)C)=O)C(C)(C)C)=O)CC(C)C)=O (N-[N-[N-[O-tert-butyl-L-α-glutamyl]-2-methyl-L-phenylalanyl]-3-methyl-L-valyl]-L-leucine benzyl ester). RXN SMILES: [CH2:1]([O:8][C:9](=[O:66])[C@H:10]([CH2:62][CH:63]([CH3:65])[CH3:64])[NH:11][C:12](=[O:61])[C@H:13]([C:57]([CH3:60])([CH3:59])[CH3:58])[NH:14][C:15](=[O:56])[C@H:16]([CH2:48][C:49]1[CH:54]=[CH:53][CH:52]=[CH:51][C:50]=1[CH3:55])[NH:17][C:18](=[O:47])[C@H:19]([CH2:38][CH2:39][C:40](=[O:46])[O:41][C:42]([CH3:45])([CH3:44])[CH3:43])[NH:20]C(OCC1C2C=CC=CC=2C2C1=CC=CC=2)=O)[C:2]1[CH:7]=[CH:6][CH:5]=[CH:4][CH:3]=1.N1CCCCC1>ClCCl>[CH2:1]([O:8][C:9](=[O:66])[C@H:10]([CH2:62][CH:63]([CH3:64])[CH3:65])[NH:11][C:12](=[O:61])[C@H:13]([C:57]([CH3:59])([CH3:58])[CH3:60])[NH:14][C:15](=[O:56])[C@H:16]([CH2:48][C:49]1[CH:54]=[CH:53][CH:52]=[CH:51][C:50]=1[CH3:55])[NH:17][C:18](=[O:47])[C@H:19]([CH2:38][CH2:39][C:40](=[O:46])[O:41][C:42]([CH3:45])([CH3:44])[CH3:43])[NH2:20])[C:2]1[CH:7]=[CH:6][CH:5]=[CH:4][CH:3]=1. Procedure: A solution of 10.89 g (12.07 mmol) of N-[N-[N-[N-[(9-fluorenyl)methoxycarbonyl]-O-tert-butyl-L-α-glutamyl]-2-methyl-L-phenylalanyl]-3-methyl-L-valyl]-L-leucine benzyl ester in 30 mlof piperidine and 120 ml of dichloromethane was stirred for 30 minutes at room temperature. The solvent was removed by evaporation and the residue was chromatographed on silica gel using firstly 20% ethyl acetate in hexane and then 10% methanol in dichloromethane for the elution. Evaporation gave N-[N-[N-[O-tert-butyl...